This data is from the Open Reaction Database (ORD), a public repository of structured organic reaction records. The task is: describe an organic reaction: reactants, conditions, products, and yield The reactants are C(C)OC(CC1=C(NC2=CC=CC=C12)CCN)=O (2-aminoethyl-indole-3-acetic acid ethyl ester), C(C1=CC=CC=C1)(=O)Cl (benzoylchloride). As a reaction SMILES: [CH2:1]([O:3][C:4](=[O:18])[CH2:5][C:6]1[C:14]2[C:9](=[CH:10][CH:11]=[CH:12][CH:13]=2)[NH:8][C:7]=1[CH2:15][CH2:16][NH2:17])[CH3:2].[C:19](Cl)(=O)[C:20]1[CH:25]=[CH:24][CH:23]=[CH:22][CH:21]=1>>[CH2:1]([O:3][C:4](=[O:18])[CH2:5][C:6]1[C:14]2[C:9](=[CH:10][CH:11]=[CH:12][CH:13]=2)[N:8]2[C:19]([C:20]3[CH:25]=[CH:24][CH:23]=[CH:22][CH:21]=3)=[N:17][CH:16]=[CH:15][C:7]=12)[CH3:2]. Reported procedure: 12,2 g of 1-phenyl-pyrimido[1,6-a]indole-5-acetic acid ethyl ester (m.p. 59°-62°), obtained from 2-aminoethyl-indole-3-acetic acid ethyl ester and benzoylchloride and the resulting 1-phenyl-3,4-dihydro-pyrimido[1,6-a]indole-5-acetic acid ethyl ester (m.p. 83°-84°), are stirred with 30 ml of ethanol and 40 ml of 2n sodium hydroxide in the course of 3 hours at room temperature. The mixture is acidified with concentrated hydrochloric acid to pH=3 and 30 ml of propyleneoxide, while stirring, are add... Yields the product C(C)OC(CC1=C2N(C3=CC=CC=C13)C(=NC=C2)C2=CC=CC=C2)=O (1-phenyl-pyrimido[1,6-a]indole-5-acetic acid ethyl ester). RXN SMILES: [F:1][C:2]1[CH:7]=[CH:6][C:5]([S:8](Cl)(=[O:10])=[O:9])=[CH:4][CH:3]=1.[NH2:12][C@H:13]([CH2:17][CH:18]([CH3:20])[CH3:19])[C:14]([OH:16])=[O:15].C(=O)([O-])[O-].[Na+].[Na+]>O>[F:1][C:2]1[CH:7]=[CH:6][C:5]([S:8]([NH:12][C@H:13]([CH2:17][CH:18]([CH3:20])[CH3:19])[C:14]([OH:16])=[O:15])(=[O:10])=[O:9])=[CH:4][CH:3]=1 |f:2.3.4|. Product: FC1=CC=C(C=C1)S(=O)(=O)N[C@@H](C(=O)O)CC(C)C ((R)-2-(4-Fluoro-benzenesulfonylamino)-4-methyl-pentanoic acid). Reaction conditions: time 5 day. The reactants are FC1=CC=C(C=C1)S(=O)(=O)Cl (4-fluoro-benzenesulfonyl chloride), N[C@@H](C(=O)O)CC(C)C ((R)-2-amino-4-methyl-pentanoic acid), C([O-])([O-])=O.[Na+].[Na+] (sodium carbonate). The solvent is O (water). Reported procedure: A mixture of 4-fluoro-benzenesulfonyl chloride (1.65 g, 0.00848 mol), (R)-2-amino-4-methyl-pentanoic acid (1.233 g, 0.009398 mol), and sodium carbonate (1.91 g, 0.0180 mol) in water (15 mL) was stirred at room temperature for 5 days. The solution was filtered, and the filtrate was acidified with concentrated hydrochloric acid to pH=4. The mixture was extracted with ethyl acetate. The extract was washed with saturated sodium chloride, dried (MgSO4), and rotary evaporated to a yellow oil. The oil ...